From a dataset of the Open Reaction Database (ORD), a public repository of structured organic reaction records. describe an organic reaction: reactants, conditions, products, and yield Reactants: CCCc1c(OCCCOc2ccc(C(=O)OC(C)(C)C)cc2Br)ccc(C(C)=O)c1OC(C)=O, Cl, C1COCCO1. Yields the product CCCc1c(OCCCOc2ccc(C(=O)O)cc2Br)ccc(C(C)=O)c1OC(C)=O. Reaction SMILES: [C:1]([CH3:2])(=[O:3])[O:4][c:5]1[c:6]([CH2:33][CH2:34][CH3:35])[c:7]([O:8][CH2:9][CH2:10][CH2:11][O:12][c:13]2[c:14]([Br:26])[cH:15][c:16]([C:17](=[O:18])[O:19][C:20]([CH3:21])([CH3:22])[CH3:23])[cH:24][cH:25]2)[cH:27][cH:28][c:29]1[C:30]([CH3:31])=[O:32].[ClH:36].[O:37]1[CH2:38][CH2:39][O:40][CH2:41][CH2:42]1>>[C:1]([CH3:2])(=[O:3])[O:4][c:5]1[c:6]([CH2:33][CH2:34][CH3:35])[c:7]([O:8][CH2:9][CH2:10][CH2:11][O:12][c:13]2[c:14]([Br:26])[cH:15][c:16]([C:17](=[O:18])[OH:19])[cH:24][cH:25]2)[cH:27][cH:28][c:29]1[C:30]([CH3:31])=[O:32].